Task: describe an organic reaction: reactants, conditions, products, and yield. Dataset: the Open Reaction Database (ORD), a public repository of structured organic reaction records Starting materials: Nc1ccc(N2CCCC(O)C2)nc1, O=C(O)c1nc(-c2ccccc2)oc1C(F)(F)F. Product: O=C(Nc1ccc(N2CCCC(O)C2)nc1)c1nc(-c2ccccc2)oc1C(F)(F)F. As a reaction SMILES: [NH2:19][c:20]1[cH:21][cH:22][c:23]([N:26]2[CH2:27][CH:28]([OH:32])[CH2:29][CH2:30][CH2:31]2)[n:24][cH:25]1.[c:1]1(-[c:7]2[o:8][c:9]([C:15]([F:16])([F:17])[F:18])[c:10]([C:12](=[O:13])[OH:14])[n:11]2)[cH:2][cH:3][cH:4][cH:5][cH:6]1>>[c:1]1(-[c:7]2[o:8][c:9]([C:15]([F:16])([F:17])[F:18])[c:10]([C:12](=[O:14])[NH:19][c:20]3[cH:21][cH:22][c:23]([N:26]4[CH2:27][CH:28]([OH:32])[CH2:29][CH2:30][CH2:31]4)[n:24][cH:25]3)[n:11]2)[cH:2][cH:3][cH:4][cH:5][cH:6]1. The reactants are COC1=C(C=CC(=C1)SC)C1=NC2=NC=NC=C2N1 (8-(2-methoxy-4-methylmercaptophenyl)-purine), OO (hydrogen peroxide). Solvent: FC(C(=O)O)(F)F (trifluoro acetic acid), O (water), C([O-])([O-])=O.[K+].[K+] (potassium carbonate). Conditions: temperature 5 celsius, time 0.5 hour. Product: COC1=C(C=CC(=C1)S(=O)C)C1=NC2=NC=NC=C2N1 (8-(2-Methoxy-4-methylsulfinyl-phenyl)-purine). Reaction SMILES: [CH3:1][O:2][C:3]1[CH:8]=[C:7]([S:9][CH3:10])[CH:6]=[CH:5][C:4]=1[C:11]1[NH:19][C:18]2[C:13](=[N:14][CH:15]=[N:16][CH:17]=2)[N:12]=1.[OH:20]O>FC(F)(F)C(O)=O.O.C(=O)([O-])[O-].[K+].[K+]>[CH3:1][O:2][C:3]1[CH:8]=[C:7]([S:9]([CH3:10])=[O:20])[CH:6]=[CH:5][C:4]=1[C:11]1[NH:19][C:18]2[C:13](=[N:14][CH:15]=[N:16][CH:17]=2)[N:12]=1 |f:4.5.6|. Procedure: An amount of 2.27 g of 8-(2-methoxy-4-methylmercaptophenyl)-purine was dissolved in 20 ml of trifluoro acetic acid, and 1.2 ml of 30% hydrogen peroxide were added under cooling to 5° C. After stirring for 3 hours at room temperature and for 0.5 hours at 30° C., the reaction mixture was diluted with water and neutralized with potassium carbonate, and the residue obtained after evaporation was extracted with hot ethanol. The product obtained was purified over silicagel (eluate: methylene chloride/... Reactants: [Cl-], ClCc1cccc(C[P+](c2ccccc2)(c2ccccc2)c2ccccc2)c1, ClCc1cccc(CCl)c1, [H-], [Na+], C1CCOC1, c1ccc(P(c2ccccc2)c2ccccc2)cc1, Cc1ccccc1C, O=Cc1cc(-c2ccsc2)cs1. The product is ClCc1cccc(C=Cc2cc(-c3ccsc3)cs2)c1. RXN SMILES: [Cl-:13].[Cl:14][CH2:15][c:16]1[cH:17][c:18]([CH2:19][P+:20]([c:21]2[cH:22][cH:23][cH:24][cH:25][cH:26]2)([c:27]2[cH:28][cH:29][cH:30][cH:31][cH:32]2)[c:33]2[cH:34][cH:35][cH:36][cH:37][cH:38]2)[cH:39][cH:40][cH:41]1.[Cl:42][CH2:43][c:44]1[cH:45][cH:46][cH:47][c:48]([CH2:49][Cl:50])[cH:51]1.[H-:71].[Na+:72].[O:73]1[CH2:74][CH2:75][CH2:76][CH2:77]1.[c:52]1([P:53]([c:54]2[cH:55][cH:56][cH:57][cH:58][cH:59]2)[c:60]2[cH:61][cH:62][cH:63][cH:64][cH:65]2)[cH:66][cH:67][cH:68][cH:69][cH:70]1.[c:78]1([CH3:79])[c:80]([CH3:81])[cH:82][cH:83][cH:84][cH:85]1.[s:1]1[cH:2][c:3](-[c:6]2[cH:7][c:8]([CH:11]=[O:12])[s:9][cH:10]2)[cH:4][cH:5]1>>[s:1]1[cH:2][c:3](-[c:6]2[cH:7][c:8]([CH:11]=[CH:19][c:18]3[cH:17][c:16]([CH2:15][Cl:14])[cH:41][cH:40][cH:39]3)[s:9][cH:10]2)[cH:4][cH:5]1.